Dataset: the Open Reaction Database (ORD), a public repository of structured organic reaction records. Task: describe an organic reaction: reactants, conditions, products, and yield Reactants: C(C)[C@]12C3(CC=C2C2=C(CC1)C=1C=CC(=CC1C(C2)C)OC)OCCO3 (13β-ethyl-3-methoxy-6-methyl-17,17-ethylenedioxygona-1,3,5(10),8,14-pentaene), C([O-])([O-])=O.[Sr+2] (strontium carbonate). The solvent is C1=CC=CC=C1 (benzene). Run at time 10 minute. The product is C(C)[C@]12C3(CC[C@H]2C2=C(CC1)C=1C=CC(=CC1C(C2)C)OC)OCCO3 (13β-ethyl-3-methoxy-6-methyl-17,17-ethylenedioxygona-1,3,5(10),8-tetraene). The yield is 71.5%. RXN SMILES: [CH2:1]([C@:3]12[CH2:11][CH2:10][C:9]3[C:12]4[CH:13]=[CH:14][C:15]([O:21][CH3:22])=[CH:16][C:17]=4[CH:18]([CH3:20])[CH2:19][C:8]=3[C:7]1=[CH:6][CH2:5][C:4]12[O:26][CH2:25][CH2:24][O:23]1)[CH3:2].C(=O)([O-])[O-].[Sr+2]>C1C=CC=CC=1>[CH2:1]([C@:3]12[CH2:11][CH2:10][C:9]3[C:12]4[CH:13]=[CH:14][C:15]([O:21][CH3:22])=[CH:16][C:17]=4[CH:18]([CH3:20])[CH2:19][C:8]=3[C@@H:7]1[CH2:6][CH2:5][C:4]12[O:23][CH2:24][CH2:25][O:26]1)[CH3:2] |f:1.2|. Procedure: Hydrogenate dl-13β-ethyl-3-methoxy-6-methyl-17,17-ethylenedioxygona-1,3,5(10),8,14-pentaene (15.3 g) in benzene (300 ml) with 2% palladized strontium carbonate (5.0 g). The uptake of 1,040 ml. will require 10 minutes. Work up in the usual manner, then recrystallize from 95% ethanol (110 ml) to obtain dl-13β-ethyl-3-methoxy-6-methyl-17,17-ethylenedioxygona-1,3,5(10),8-tetraene (11.0 g. of diamond-shaped plates; 71.8% yield), m.p. 122°-124°; ultraviolet absorption peak at 280 mμ (ε15,140).